Dataset: the Open Reaction Database (ORD), a public repository of structured organic reaction records. Task: describe an organic reaction: reactants, conditions, products, and yield The reactants are N1C=NC=C1 (imidazole), BrCC1=CC=C(C#N)C=C1 (4-(bromomethyl)benzonitrile), [H-].[Na+] (sodium hydride), [H][H] (hydrogen). Run in CN(C=O)C (N,N-dimethylformamide), O (water), C(C)(=O)OCC (ethyl acetate). Run at time 1.5 hour. Product: N1C(=NC=C1)CC1=CC=C(C#N)C=C1 (4-[1-(imidazolyl)methyl]benzonitrile). Isolated yield 71.9%. Reaction SMILES: [NH:1]1[CH:5]=[CH:4][N:3]=[CH:2]1.[H-].[Na+].[H][H].Br[CH2:11][C:12]1[CH:19]=[CH:18][C:15]([C:16]#[N:17])=[CH:14][CH:13]=1>CN(C)C=O.C(OCC)(=O)C.O>[NH:1]1[CH:5]=[CH:4][N:3]=[C:2]1[CH2:11][C:12]1[CH:19]=[CH:18][C:15]([C:16]#[N:17])=[CH:14][CH:13]=1 |f:1.2|. Procedure details: Under cooling, 23.15 g of imidazole in 250 ml of N,N-dimethylformamide is combined in portions with 14.8 g of sodium hydride, 60% in oil, and stirred for 1.5 hours at 25° up to the end of hydrogen release. In two portions, 50 g of 4-(bromomethyl)benzonitrile is added under ice cooling to this solution and the mixture is agitated for 1.5 hours at 25° . For processing, 100 ml of water is added under ice cooling, the mixture is agitated for 0.25 hour, poured into 1.5 1 of ethyl acetate, washed neut... As a reaction SMILES: [NH:1]1[CH:2]([C:6](=[O:7])[N:8]2[CH2:9][CH2:10][N:11]([c:14]3[n:15][c:16]([N:25]4[CH2:26][CH2:27][CH2:28][CH2:29]4)[n:17][c:18]([N:20]4[CH2:21][CH2:22][CH2:23][CH2:24]4)[cH:19]3)[CH2:12][CH2:13]2)[CH2:3][CH2:4][CH2:5]1.[O:30]=[C:31]1[CH2:32][CH2:33][C:34](=[O:35])[O:36]1.[cH:37]1[cH:38][cH:39][cH:40][cH:41][cH:42]1>>[N:1]1([C:34]([CH2:33][CH2:32][C:31](=[O:30])[OH:36])=[O:35])[CH:2]([C:6](=[O:7])[N:8]2[CH2:9][CH2:10][N:11]([c:14]3[n:15][c:16]([N:25]4[CH2:26][CH2:27][CH2:28][CH2:29]4)[n:17][c:18]([N:20]4[CH2:21][CH2:22][CH2:23][CH2:24]4)[cH:19]3)[CH2:12][CH2:13]2)[CH2:3][CH2:4][CH2:5]1. The product is O=C(O)CCC(=O)N1CCCC1C(=O)N1CCN(c2cc(N3CCCC3)nc(N3CCCC3)n2)CC1. Starting materials: O=C(C1CCCN1)N1CCN(c2cc(N3CCCC3)nc(N3CCCC3)n2)CC1, O=C1CCC(=O)O1, c1ccccc1. Reactants: CC(Br)C(=O)Br, [Li]CCCC, CC1(C)NC(=O)OC1(C)C, CCCCCC, O=P([O-])([O-])[O-], C1CCOC1. Product: CC(Br)C(=O)N1C(=O)OC(C)(C)C1(C)C. RXN SMILES: [Br:16][CH:17]([C:18](=[O:19])[Br:20])[CH3:21].[CH2:11]([Li:12])[CH2:13][CH2:14][CH3:15].[CH3:1][C:2]1([CH3:10])[NH:3][C:4](=[O:9])[O:5][C:6]1([CH3:7])[CH3:8].[CH3:32][CH2:33][CH2:34][CH2:35][CH2:36][CH3:37].[O-:22][P:23](=[O:24])([O-:25])[O-:26].[O:27]1[CH2:28][CH2:29][CH2:30][CH2:31]1>>[CH3:1][C:2]1([CH3:10])[N:3]([C:18]([CH:17]([Br:16])[CH3:21])=[O:19])[C:4](=[O:9])[O:5][C:6]1([CH3:7])[CH3:8]. Reactants: CN(C(CCCCCCC)=O)CC=1C=C(C=CC1)C1=CC=C(S1)C=CC(=O)O (3-(5-{3-[(methyloctanoylamino)methyl]phenyl}thiophen-2-yl)acrylic acid). Reagents/catalysts: [Pd] (Pd/C). Solvent: CO (methanol). Yields the product CN(C(CCCCCCC)=O)CC=1C=C(C=CC1)C1=CC=C(S1)CCC(=O)O (3-(5-{3-[(methyloctanoylamino)methyl]phenyl}thiophen-2-yl)propanoic acid). Yield: 88.4%. Reaction SMILES: [CH3:1][N:2]([CH2:12][C:13]1[CH:14]=[C:15]([C:19]2[S:23][C:22]([CH:24]=[CH:25][C:26]([OH:28])=[O:27])=[CH:21][CH:20]=2)[CH:16]=[CH:17][CH:18]=1)[C:3](=[O:11])[CH2:4][CH2:5][CH2:6][CH2:7][CH2:8][CH2:9][CH3:10]>CO.[Pd]>[CH3:1][N:2]([CH2:12][C:13]1[CH:14]=[C:15]([C:19]2[S:23][C:22]([CH2:24][CH2:25][C:26]([OH:28])=[O:27])=[CH:21][CH:20]=2)[CH:16]=[CH:17][CH:18]=1)[C:3](=[O:11])[CH2:4][CH2:5][CH2:6][CH2:7][CH2:8][CH2:9][CH3:10]. Procedure: A solution of 80 mg (0.20 mmol, 1 eq) of 3-(5-{3-[(methyloctanoylamino)methyl]phenyl}thiophen-2-yl)acrylic acid (prepared as in 1 h) in 2 mL of methanol is stirred for 2 hours at room temperature in the presence of 50 mg of 10% Pd/C under a hydrogen atmosphere. The palladium is filtered off and the solvents are then evaporated off. The residue is crystallized from pentane/dichloromethane. 71 mg of 3-(5-{3-[(methyloctanoylamino)methyl]phenyl}thiophen-2-yl)propanoic acid are obtained. Yield=89%. m... Reactants: CC=1C=C(C=CC1OC=1C=NC(=CC1)C)NC=1C=2C(N=CN1)=CN(N2)C2=CC=C(C=C2)[N+](=O)[O-] (N-{3-methyl-4-[(6-methylpyridin-3-yl)oxy]phenyl}-2-(4-nitrophenyl)-2H-pyrazolo[4,3-d]pyrimidin-7-amine), [Cl-].[Ca+2].[Cl-] (calcium chloride), Reduced iron. Run in C(C)O.O (ethanol water). Conditions: temperature 100 celsius, time 10 minute. Yields the product NC1=CC=C(C=C1)N1N=C2C(N=CN=C2NC2=CC(=C(C=C2)OC=2C=NC(=CC2)C)C)=C1 (2-(4-aminophenyl)-N-{3-methyl-4-[(6-methylpyridin-3-yl)oxy]phenyl}-2H-pyrazolo[4,3-d]pyrimidin-7-amine). Yield: 75.0%. Reaction SMILES: [CH3:1][C:2]1[CH:3]=[C:4]([NH:16][C:17]2[C:18]3[C:19](=[CH:23][N:24]([C:26]4[CH:31]=[CH:30][C:29]([N+:32]([O-])=O)=[CH:28][CH:27]=4)[N:25]=3)[N:20]=[CH:21][N:22]=2)[CH:5]=[CH:6][C:7]=1[O:8][C:9]1[CH:10]=[N:11][C:12]([CH3:15])=[CH:13][CH:14]=1.[Cl-].[Ca+2].[Cl-]>C(O)C.O>[NH2:32][C:29]1[CH:30]=[CH:31][C:26]([N:24]2[CH:23]=[C:19]3[N:20]=[CH:21][N:22]=[C:17]([NH:16][C:4]4[CH:5]=[CH:6][C:7]([O:8][C:9]5[CH:10]=[N:11][C:12]([CH3:15])=[CH:13][CH:14]=5)=[C:2]([CH3:1])[CH:3]=4)[C:18]3=[N:25]2)=[CH:27][CH:28]=1 |f:1.2.3,4.5|. Procedure details: To a solution of N-{3-methyl-4-[(6-methylpyridin-3-yl)oxy]phenyl}-2-(4-nitrophenyl)-2H-pyrazolo[4,3-d]pyrimidin-7-amine (200 mg) in a mixed solvent of ethanol/water (9:1, 6 mL) was added calcium chloride (90%, 28 mg) and the mixture was stirred at 100° C. for 10 min. Reduced iron (90%, 164 mg) was added at room temperature, and the mixture was stirred at 100° C. for 5 hrs. After the completion of the reaction, the reaction mixture was filtered (celite), and the filtrate was concentrated under re... The product is COC=1C=C(CN2C(C(CC2)(CC2=CC=C(C=C2)OC)CCN2CCC(CC2)NC2=NC3=C(N2CCOCC)C=CC=C3)=O)C=C(C1OC)OC (1-(3,4,5-trimethoxybenzyl)-3-(2-(4-(1-(2-ethoxyethyl)-1H-benzimidazol-2-yl-amino)piperidin-1-yl)ethyl)-3-(4-methoxyphenylmethyl)-2-oxopyrrolidine). Starting materials: COC=1C=C(CN2C(C(CC2)(CCOS(=O)(=O)C)CC2=CC=C(C=C2)OC)=O)C=C(C1OC)OC (1-(3,4,5-trimethoxybenzyl)-3-(4-methoxyphenylmethyl)-3-(2-methanesulfonyloxyethyl)-2-oxopyrrolidine), C(C)OCCN1C(=NC2=C1C=CC=C2)NC2CCNCC2 ((1-(2-ethoxyethyl)-1H-benzimidazol-2-yl)(piperidin-4-yl)amine). Procedure: Prepare by the method of Example 18.5 using 1-(3,4,5-trimethoxybenzyl)-3-(4-methoxyphenylmethyl)-3-(2-methanesulfonyloxyethyl)-2-oxopyrrolidine (0.42 g, 1.5 mmol) and (1-(2-ethoxyethyl)-1H-benzimidazol-2-yl)(piperidin-4-yl)amine (0.74 g, 1.5 mmol). Purify by chromatography on silica gel eluting with 2% triethylamine/5% methanol/ethyl acetate to give the title compound: Rf=0.17 (silica gel, 2% triethylamine/10% methanol/ethyl acetate). As a reaction SMILES: [CH3:1][O:2][C:3]1[CH:4]=[C:5]([CH:29]=[C:30]([O:34][CH3:35])[C:31]=1[O:32][CH3:33])[CH2:6][N:7]1[CH2:11][CH2:10][C:9]([CH2:19][C:20]2[CH:25]=[CH:24][C:23]([O:26][CH3:27])=[CH:22][CH:21]=2)([CH2:12][CH2:13]OS(C)(=O)=O)[C:8]1=[O:28].[CH2:36]([O:38][CH2:39][CH2:40][N:41]1[C:45]2[CH:46]=[CH:47][CH:48]=[CH:49][C:44]=2[N:43]=[C:42]1[NH:50][CH:51]1[CH2:56][CH2:55][NH:54][CH2:53][CH2:52]1)[CH3:37]>>[CH3:1][O:2][C:3]1[CH:4]=[C:5]([CH:29]=[C:30]([O:34][CH3:35])[C:31]=1[O:32][CH3:33])[CH2:6][N:7]1[CH2:11][CH2:10][C:9]([CH2:12][CH2:13][N:54]2[CH2:53][CH2:52][CH:51]([NH:50][C:42]3[N:41]([CH2:40][CH2:39][O:38][CH2:36][CH3:37])[C:45]4[CH:46]=[CH:47][CH:48]=[CH:49][C:44]=4[N:43]=3)[CH2:56][CH2:55]2)([CH2:19][C:20]2[CH:21]=[CH:22][C:23]([O:26][CH3:27])=[CH:24][CH:25]=2)[C:8]1=[O:28]. Starting materials: COC(=O)c1ccc(C=CC(=O)c2ccc(C(F)(F)F)nc2Nc2ccccc2)cc1, CC(C)=O, [H][H]. Yields the product COC(=O)c1ccc(CCC(=O)c2ccc(C(F)(F)F)nc2Nc2ccccc2)cc1. RXN SMILES: [CH3:1][O:2][C:3]([c:4]1[cH:5][cH:6][c:7]([CH:10]=[CH:11][C:12]([c:13]2[c:14]([NH:23][c:24]3[cH:25][cH:26][cH:27][cH:28][cH:29]3)[n:15][c:16]([C:19]([F:20])([F:21])[F:22])[cH:17][cH:18]2)=[O:30])[cH:8][cH:9]1)=[O:31].[CH3:34][C:35](=[O:36])[CH3:37].[H:32][H:33]>>[CH3:1][O:2][C:3]([c:4]1[cH:5][cH:6][c:7]([CH2:10][CH2:11][C:12]([c:13]2[c:14]([NH:23][c:24]3[cH:25][cH:26][cH:27][cH:28][cH:29]3)[n:15][c:16]([C:19]([F:20])([F:21])[F:22])[cH:17][cH:18]2)=[O:30])[cH:8][cH:9]1)=[O:31]. The reactants are ice, [N+](=O)([O-])[O-].[K+] (potassium nitrate), ice, CC1=C(C=CC(=C1)C(F)(F)F)NC(C(=O)OCC)=O (ethyl N-(2-methyl-4-trifluoromethylphenyl)oxamate). The solvent is S(O)(O)(=O)=O (sulfuric acid). Conditions: temperature 0 celsius, time 1.5 hour. Product: CC1=C(C(=CC(=C1)C(F)(F)F)[N+](=O)[O-])NC(C(=O)OCC)=O (Ethyl N-(2-methyl-6-nitro-4-trifluoromethylphenyl)oxamate). The yield is 93.5%. Reaction SMILES: [N+:1]([O-:4])([O-])=[O:2].[K+].[CH3:6][C:7]1[CH:12]=[C:11]([C:13]([F:16])([F:15])[F:14])[CH:10]=[CH:9][C:8]=1[NH:17][C:18](=[O:24])[C:19]([O:21][CH2:22][CH3:23])=[O:20]>S(=O)(=O)(O)O>[CH3:6][C:7]1[CH:12]=[C:11]([C:13]([F:16])([F:15])[F:14])[CH:10]=[C:9]([N+:1]([O-:4])=[O:2])[C:8]=1[NH:17][C:18](=[O:24])[C:19]([O:21][CH2:22][CH3:23])=[O:20] |f:0.1|. Procedure details: 14.4 g (142.3 mmol) of potassium nitrate are added in small portions to an ice-cooled solution of 32.6 g (118.6 mmol) of ethyl N-(2-methyl-4-trifluoromethylphenyl)oxamate in concentrated sulfuric acid. After stirring at 0° C. for 1.5 hours, the mixture is cautiously poured onto 900 g of ice. The white suspension is extracted with ethyl acetate. The organic phase is washed with brine, dried over sodium sulfate and concentrated under reduced pressure in a rotary evaporator. Crystallization from et... Starting materials: C1CCOC1, CCOC(C)=O, [Li]CCCC, CCC1C(=O)N(C)c2cnc(Cl)nc2N1C1CCCC1, c1cscn1. The product is CCC1C(=O)N(C)c2cnc(-c3nccs3)nc2N1C1CCCC1. RXN SMILES: [CH2:31]1[O:32][CH2:33][CH2:34][CH2:35]1.[CH3:36][CH2:37][O:38][C:39]([CH3:40])=[O:41].[CH3:6][CH2:7][CH2:8][CH2:9][Li:10].[Cl:11][c:12]1[n:13][c:14]2[c:19]([cH:20][n:21]1)[N:18]([CH3:22])[C:17](=[O:23])[CH:16]([CH2:24][CH3:25])[N:15]2[CH:26]1[CH2:27][CH2:28][CH2:29][CH2:30]1.[cH:1]1[cH:2][s:3][cH:4][n:5]1>>[cH:1]1[cH:2][s:3][c:4](-[c:12]2[n:13][c:14]3[c:19]([cH:20][n:21]2)[N:18]([CH3:22])[C:17](=[O:23])[CH:16]([CH2:24][CH3:25])[N:15]3[CH:26]2[CH2:27][CH2:28][CH2:29][CH2:30]2)[n:5]1.